Dataset: the Open Reaction Database (ORD), a public repository of structured organic reaction records. Task: describe an organic reaction: reactants, conditions, products, and yield The reactants are C(C1=CC=CC=C1)OCCl (benzyloxymethyl chloride), CC=1N(C(=C(N1)C(C)C)C1=CC=CC=C1)[SeH] (2-methyl-4-isopropyl-5-phenylselenyl-imidazole), oil, [H-].[Na+] (sodium hydride), ice water. The solvent is CN(C=O)C (dimethylformamide). Run at time 5 minute. Yields the product CC=1N(C(=C(N1)C1=CC=CC=C1)C(C)C)[SeH] (2-methyl-4-phenylselenyl-5-isopropyl-imidazole). Yield: 76.0%. Reaction SMILES: [CH3:1][C:2]1[N:3]([SeH:16])[C:4]([C:10]2[CH:15]=CC=C[CH:11]=2)=C(C(C)C)[N:6]=1.[H-].[Na+].[CH2:19](OCCl)[C:20]1[CH:25]=[CH:24][CH:23]=[CH:22][CH:21]=1>CN(C)C=O>[CH3:1][C:2]1[N:3]([SeH:16])[C:4]([CH:10]([CH3:15])[CH3:11])=[C:19]([C:20]2[CH:25]=[CH:24][CH:23]=[CH:22][CH:21]=2)[N:6]=1 |f:1.2|. Procedure: To a solution of 400 mg of 2-methyl-4-isopropyl-5-phenylselenyl-imidazole (1.4 mmol) in 4 ml of dry dimethylformamide is added 70 mg of 60% oil suspension of sodium hydride (1.8 mmol) under ice cooling and the mixture is allowed to stand for 5 minutes followed by the addition of 270 mg of benzyloxymethyl chloride (1.7 mmol). The mixture is stirred for 30 minutes under ice cooling, mixed with ice water and extracted with diethyl ether. The extract is washed with water, dried over sodium sulfate a... Reactants: C(C1=CC=CC=C1)N1CCC(CC1)=O (1-Benzyl-4-piperidone), C(C1=CC=CC=C1)OC=1C=C2C=CNC2=CC1 (5-benzyloxyindole), C[O-].[Na+] (sodium methoxide), C(C)(=O)O (acetic acid). Run in CO (methanol), CO (methanol), ClCCl (dichloromethane), CO (methanol). Yields the product C1(=CC=CC=C1)COC=1C=C2C(=CNC2=CC1)C=1CCN(CC1)CC1=CC=CC=C1 (5-Phenylmethoxy-3-[1,2,3,6-tetrahydro-1-(phenylmethyl) 4-pyridinyl]-1H-indole), solid. Isolated yield 87.0%. Reaction SMILES: [CH2:1]([O:8][C:9]1[CH:10]=[C:11]2[C:15](=[CH:16][CH:17]=1)[NH:14][CH:13]=[CH:12]2)[C:2]1[CH:7]=[CH:6][CH:5]=[CH:4][CH:3]=1.C[O-].[Na+].[CH2:21]([N:28]1[CH2:33][CH2:32][C:31](=O)[CH2:30][CH2:29]1)[C:22]1[CH:27]=[CH:26][CH:25]=[CH:24][CH:23]=1.C(O)(=O)C>CO.ClCCl>[C:2]1([CH2:1][O:8][C:9]2[CH:10]=[C:11]3[C:15](=[CH:16][CH:17]=2)[NH:14][CH:13]=[C:12]3[C:31]2[CH2:32][CH2:33][N:28]([CH2:21][C:22]3[CH:27]=[CH:26][CH:25]=[CH:24][CH:23]=3)[CH2:29][CH:30]=2)[CH:3]=[CH:4][CH:5]=[CH:6][CH:7]=1 |f:1.2|. Procedure details: A slurry of 5-benzyloxyindole (6.85 g, 30.7 mmol) in methanol (50 mL) was added to a 25 wgt % solution of sodium methoxide in methanol (115 mL) at 5° C. under argon. 1-Benzyl-4-piperidone (5.8 g, 30.7 mmol) was added in one portion and the suspension heated at reflux for 16 h, cooled and diluted with a mixture of dichloromethane (100 mL) and methanol (150 mL). The solution was acidified to pH 5 with glacial acetic acid, concentrated to 100 mL, diluted with water (750 mL) and extracted with ethyl... Reactants: [BH4-], CSc1nc(Cl)c2cc(Br)cn2n1, ClCCl, CC(C)O, [Na+]. Product: CSc1ncc2cc(Br)cn2n1. Reaction SMILES: [BH4-:14].[Br:1][c:2]1[cH:3][c:4]2[c:5]([Cl:13])[n:6][c:7]([S:11][CH3:12])[n:8][n:9]2[cH:10]1.[CH2:16]([Cl:17])[Cl:18].[CH:19]([OH:20])([CH3:21])[CH3:22].[Na+:15]>>[Br:1][c:2]1[cH:3][c:4]2[cH:5][n:6][c:7]([S:11][CH3:12])[n:8][n:9]2[cH:10]1. Starting materials: COC(=O)C=1SC(=CC1NNC(C(F)(F)F)=O)C#CC(C)(C)C (5-(3,3-dimethyl-but-1-ynyl)-3-[N′-(2,2,2-trifluoro-acetyl)-hydrazino]-thiophene-2-carboxylic acid methyl ester), CC1CCC(CC1)C(=O)Cl (4-methyl-cyclohexanecarbonyl chloride). Reagents/catalysts: CN(C)C=1C=CN=CC1 (DMAP). Run in ClCCCl (DCE). Reaction conditions: temperature 40 celsius. Yields the product COC(=O)C=1SC(=CC1N(NC(C(F)(F)F)=O)C(=O)C1CCC(CC1)C)C#CC(C)(C)C (5-(3,3-dimethyl-but-1-ynyl)-3-[N-(4-methyl-cyclohexanecarbonyl)-N′-(2,2,2-trifluoro-acetyl)-hydrazino]-thiophene-2-carboxylic acid methyl ester). Isolated yield 96.7%. As a reaction SMILES: [CH3:1][O:2][C:3]([C:5]1[S:6][C:7]([C:18]#[C:19][C:20]([CH3:23])([CH3:22])[CH3:21])=[CH:8][C:9]=1[NH:10][NH:11][C:12](=[O:17])[C:13]([F:16])([F:15])[F:14])=[O:4].[CH3:24][CH:25]1[CH2:30][CH2:29][CH:28]([C:31](Cl)=[O:32])[CH2:27][CH2:26]1>CN(C1C=CN=CC=1)C.ClCCCl>[CH3:1][O:2][C:3]([C:5]1[S:6][C:7]([C:18]#[C:19][C:20]([CH3:23])([CH3:22])[CH3:21])=[CH:8][C:9]=1[N:10]([C:31]([CH:28]1[CH2:29][CH2:30][CH:25]([CH3:24])[CH2:26][CH2:27]1)=[O:32])[NH:11][C:12](=[O:17])[C:13]([F:14])([F:15])[F:16])=[O:4]. Procedure details: A mixture of 5-(3,3-dimethyl-but-1-ynyl)-3-[N′-(2,2,2-trifluoro-acetyl)-hydrazino]-thiophene-2-carboxylic acid methyl ester (2.1 g, 6.0 mmol), 4-methyl-cyclohexanecarbonyl chloride (1.45 g, 9 mmol), DMAP (1.1 g, 9 mmol) and DCE (20 mL) was heated to 40° C. for 16 h. After cooling, the mixture was concentrated and the product was purified by silica gel chromatography 0-30% EtOAc/hexanes to give 5-(3,3-dimethyl-but-1-ynyl)-3-[N-(4-methyl-cyclohexanecarbonyl)-N′-(2,2,2-trifluoro-acetyl)-hydrazino]-...